From a dataset of the Open Reaction Database (ORD), a public repository of structured organic reaction records. describe an organic reaction: reactants, conditions, products, and yield Starting materials: C(C)OC(=O)C=1NC2=CC=C(C=C2C1)O (5-hydroxy-1H-indole-2-carboxylic acid ethyl ester), BrCC(=O)N1CCCC1 (2-bromo-1-pyrrolidin-1-yl-ethanone), C([O-])([O-])=O.[Cs+].[Cs+] (cesium carbonate). The solvent is CN(C=O)C (dimethylformamide), C(C)(=O)OCC (ethyl acetate). Run at time 24 hour. The product is C(C)OC(=O)C=1NC2=CC=C(C=C2C1)OCC(N1CCCC1)=O (5-(2-oxo-2-pyrrolidin-1-yl-ethoxy)-1H-indole-2-carboxylic acid ethyl ester). Isolated yield 25.3%. Reaction SMILES: [CH2:1]([O:3][C:4]([C:6]1[NH:7][C:8]2[C:13]([CH:14]=1)=[CH:12][C:11]([OH:15])=[CH:10][CH:9]=2)=[O:5])[CH3:2].Br[CH2:17][C:18]([N:20]1[CH2:24][CH2:23][CH2:22][CH2:21]1)=[O:19].C(=O)([O-])[O-].[Cs+].[Cs+]>CN(C)C=O.C(OCC)(=O)C>[CH2:1]([O:3][C:4]([C:6]1[NH:7][C:8]2[C:13]([CH:14]=1)=[CH:12][C:11]([O:15][CH2:17][C:18](=[O:19])[N:20]1[CH2:24][CH2:23][CH2:22][CH2:21]1)=[CH:10][CH:9]=2)=[O:5])[CH3:2] |f:2.3.4|. Procedure details: A mixture of 5-hydroxy-1H-indole-2-carboxylic acid ethyl ester (2 g, 10 mmol), 2-bromo-1-pyrrolidin-1-yl-ethanone (3 g, 20 mmol) and cesium carbonate (19.5 g, 60 mmol) in dimethylformamide (16 mL) was stirred at room temperature for 24 hours. The reaction was diluted with ethyl acetate (150 mL), washed with water (5×50 mL) and brine, dried and concentrated. The residue was recrystallized from ethyl acetate and hexane to give 0.8 g (25%) 5-(2-oxo-2-pyrrolidin-1-yl-ethoxy)-1H-indole-2-carboxylic a... Starting materials: O=C(n1ccnc1)n1ccnc1, CC1CCC(N)CC1, CN(C)C=O, CCN(C(C)C)C(C)C, ClC(Cl)Cl, Cl, O=C(O)c1ccnc2ccccc12. Yields the product CC1CCC(NC(=O)c2ccnc3ccccc23)CC1. As a reaction SMILES: [C:14]([n:15]1[cH:16][cH:17][n:18][cH:19]1)([n:20]1[cH:21][cH:22][n:23][cH:24]1)=[O:25].[CH3:27][CH:28]1[CH2:29][CH2:30][CH:31]([NH2:34])[CH2:32][CH2:33]1.[CH3:44][N:45]([CH3:46])[CH:47]=[O:48].[CH:35]([N:36]([CH2:37][CH3:38])[CH:39]([CH3:40])[CH3:41])([CH3:42])[CH3:43].[CH:49]([Cl:50])([Cl:51])[Cl:52].[ClH:26].[OH:1][C:2](=[O:3])[c:4]1[cH:5][cH:6][n:7][c:8]2[cH:9][cH:10][cH:11][cH:12][c:13]12>>[C:2](=[O:3])([c:4]1[cH:5][cH:6][n:7][c:8]2[cH:9][cH:10][cH:11][cH:12][c:13]12)[NH:34][CH:31]1[CH2:30][CH2:29][CH:28]([CH3:27])[CH2:33][CH2:32]1.